From a dataset of the Open Reaction Database (ORD), a public repository of structured organic reaction records. describe an organic reaction: reactants, conditions, products, and yield The reactants are O (water), aqueous solution, CN (methylamine), C(C)(=O)O[C@@H](CCCCN1C(=O)N(C=2N=C(N(C2C1=O)COCC)Br)C)C ((R)-1-(5-acetoxyhexyl)-8-bromo-7-ethoxymethyl-3-methylxanthine). Run in CS(=O)C (dimethylsulfoxide). Run at temperature 70 celsius. Yields the product C(C)(=O)O[C@@H](CCCCN1C(=O)N(C=2N=C(N(C2C1=O)COCC)NC)C)C ((R)-1-(5-acetoxyhexyl)-7-ethoxymethyl-3-methyl-8-methylaminoxanthine). Reaction SMILES: [CH3:1][NH2:2].[C:3]([O:6][C@H:7]([CH3:29])[CH2:8][CH2:9][CH2:10][CH2:11][N:12]1[C:21](=[O:22])[C:20]2[N:19]([CH2:23][O:24][CH2:25][CH3:26])[C:18](Br)=[N:17][C:16]=2[N:15]([CH3:28])[C:13]1=[O:14])(=[O:5])[CH3:4].O>CS(C)=O>[C:3]([O:6][C@H:7]([CH3:29])[CH2:8][CH2:9][CH2:10][CH2:11][N:12]1[C:21](=[O:22])[C:20]2[N:19]([CH2:23][O:24][CH2:25][CH3:26])[C:18]([NH:2][CH3:1])=[N:17][C:16]=2[N:15]([CH3:28])[C:13]1=[O:14])(=[O:5])[CH3:4]. Procedure: A 40% aqueous solution of methylamine (10 ml) was added to a solution of (R)-1-(5-acetoxyhexyl)-8-bromo-7-ethoxymethyl-3-methylxanthine (0.450 g) in dimethylsulfoxide (20 ml). After heating at 70° C. for 6 hours, the mixture was treated with water (50 ml) and extracted with ethyl acetate (3x 50 ml). The combined extracts were washed with water (2x 30 ml), dried over magnesium sulfate and concentrated under reduced pressure. The residue was purified by flash chromatography on silica gel eluting w... Reactants: C1CCNC1, CC(=O)O, CO, CC1=C(O)C(=O)CO1. Product: CC1=C(N2CCCC2)C(=O)CO1. RXN SMILES: [CH2:9]1[CH2:10][CH2:11][NH:12][CH2:13]1.[CH3:14][C:15](=[O:16])[OH:17].[CH3:18][OH:19].[OH:1][C:2]1=[C:6]([CH3:7])[O:5][CH2:4][C:3]1=[O:8]>>[C:2]1([N:12]2[CH2:11][CH2:10][CH2:9][CH2:13]2)=[C:6]([CH3:7])[O:5][CH2:4][C:3]1=[O:8].